This data is from the Open Reaction Database (ORD), a public repository of structured organic reaction records. The task is: describe an organic reaction: reactants, conditions, products, and yield The reactants are OC(C)(C=1N(C=CC1)CCOC)C1=CC=C(C=C1)N(S(=O)(=O)C1=CC=CC=C1)C (N-(4-{1-hydroxy-1-[1-(2-methox-yethyl)-1H-pyrrol-2-yl]-ethyl}-phenyl)-N-methyl-benzenesulfonamide), C(C)[SiH](CC)CC (triethylsilane), B(F)(F)F.CCOCC (boron trifluoride diethyl etherate). Yields the product COCCN1C(=CC=C1)C(CC)C1=CC=C(C=C1)N(S(=O)(=O)C1=CC=CC=C1)C (N-(4-{1-[1-(2-Methoxyethyl)-1H-pyrrol-2-yl]-propyl}-phenyl)-N-methyl-benzenesulfonamide). Reaction SMILES: O[C:2]([C:13]1[CH:18]=[CH:17][C:16]([N:19]([CH3:29])[S:20]([C:23]2[CH:28]=[CH:27][CH:26]=[CH:25][CH:24]=2)(=[O:22])=[O:21])=[CH:15][CH:14]=1)([C:4]1[N:5]([CH2:9][CH2:10][O:11][CH3:12])[CH:6]=[CH:7][CH:8]=1)[CH3:3].[CH2:30]([SiH](CC)CC)C.B(F)(F)F.CCOCC>>[CH3:12][O:11][CH2:10][CH2:9][N:5]1[CH:6]=[CH:7][CH:8]=[C:4]1[CH:2]([C:13]1[CH:14]=[CH:15][C:16]([N:19]([CH3:29])[S:20]([C:23]2[CH:28]=[CH:27][CH:26]=[CH:25][CH:24]=2)(=[O:22])=[O:21])=[CH:17][CH:18]=1)[CH2:3][CH3:30] |f:2.3|. Procedure details: The title compound was prepared from N-(4-{1-hydroxy-1-[1-(2-methox-yethyl)-1H-pyrrol-2-yl]-ethyl}-phenyl)-N-methyl-benzenesulfonamide (Example 1) using triethylsilane and boron trifluoride diethyl etherate as described in Example 88 of U.S. application Ser. No. 10/354,922, now U.S. Pat. No. 7,071,358, and provided below as Preparative Example B. The reactants are FC1=C(C=CC(=C1)N1C(COCC1)=O)N1C[C@@H](CC1=O)NC(OCC1=CC=CC=C1)=O (benzyl (R)-{1-[2-fluoro-4-(3-oxo-morpholin-4-yl)-phenyl]-5-oxo-pyrrolidin-3-yl}-carbamate), [H][H] (hydrogen). The reagents and catalysts are [Pd] (palladium on charcoal). The solvent is CO (methanol). Product: N[C@@H]1CC(N(C1)C1=C(C=C(C=C1)N1C(COCC1)=O)F)=O ((R)-4-[4-(4-amino-2-oxo-pyrrolidin-1-yl)-3-fluoro-phenyl]-morpholin-3-one). As a reaction SMILES: [F:1][C:2]1[CH:7]=[C:6]([N:8]2[CH2:13][CH2:12][O:11][CH2:10][C:9]2=[O:14])[CH:5]=[CH:4][C:3]=1[N:15]1[C:19](=[O:20])[CH2:18][C@@H:17]([NH:21]C(=O)OCC2C=CC=CC=2)[CH2:16]1.[H][H]>CO.[Pd]>[NH2:21][C@H:17]1[CH2:16][N:15]([C:3]2[CH:4]=[CH:5][C:6]([N:8]3[CH2:13][CH2:12][O:11][CH2:10][C:9]3=[O:14])=[CH:7][C:2]=2[F:1])[C:19](=[O:20])[CH2:18]1. Procedure: 260 mg (0.6 mmol) benzyl (R)-{1-[2-fluoro-4-(3-oxo-morpholin-4-yl)-phenyl]-5-oxo-pyrrolidin-3-yl}-carbamate are dissolved in 10 ml of methanol, combined with 180 mg palladium on charcoal and hydrogenated for 3.75 hours in a Parr apparatus at 3 bar hydrogen pressure at ambient temperature.